Dataset: the Open Reaction Database (ORD), a public repository of structured organic reaction records. Task: describe an organic reaction: reactants, conditions, products, and yield Reactants: COC(=O)c1ccccc1Cc1cnc(-c2nc3n(CC(=O)N4CCCCC4)ccn3c(=O)c2OCc2ccccc2)s1, COC(=O)c1nc2[nH]ccn2c(=O)c1OC(C)=O. Product: COC(=O)c1ccccc1Cc1cnc(-c2nc3n(CC(=O)N4CCCCC4)ccn3c(=O)c2O)s1. Reaction SMILES: [CH3:19][O:20][C:21]([c:22]1[c:23]([CH2:28][c:29]2[cH:30][n:31][c:32](-[c:34]3[n:35][c:36]4[n:37]([c:38](=[O:48])[c:39]3[O:40][CH2:41][c:42]3[cH:43][cH:44][cH:45][cH:46][cH:47]3)[cH:49][cH:50][n:51]4[CH2:52][C:53]([N:54]3[CH2:55][CH2:56][CH2:57][CH2:58][CH2:59]3)=[O:60])[s:33]2)[cH:24][cH:25][cH:26][cH:27]1)=[O:61].[CH3:1][O:2][C:3]([c:4]1[n:5][c:6]2[nH:7][cH:8][cH:9][n:10]2[c:11](=[O:12])[c:13]1[O:14][C:15](=[O:16])[CH3:17])=[O:18]>>[CH3:19][O:20][C:21]([c:22]1[c:23]([CH2:28][c:29]2[cH:30][n:31][c:32](-[c:34]3[n:35][c:36]4[n:37]([c:38](=[O:48])[c:39]3[OH:40])[cH:49][cH:50][n:51]4[CH2:52][C:53]([N:54]3[CH2:55][CH2:56][CH2:57][CH2:58][CH2:59]3)=[O:60])[s:33]2)[cH:24][cH:25][cH:26][cH:27]1)=[O:61]. Reactants: O=C(O)Cc1cc(F)cc(F)c1, CC(=O)c1ccc(N)cc1. The reagents and catalysts are CCN=C=NCCCN(C)C.Cl (EDC-HCl), CCN(C(C)C)C(C)C (DIPEA), C1=CC=C2C(=C1)C(=O)N(C2=O)O (N-Hydroxyphthalimide). Run in CN(C)C=O (DMF), CN(C)C=O (DMF), CN(C)C=O (DMF), CN(C)C=O (DMF), CN(C)C=O (DMF), CN(C)C=O (DMF). Reaction conditions: temperature 25 celsius, time 2 hour. Yields the product CC(=O)c1ccc(NC(=O)Cc2cc(F)cc(F)c2)cc1. Yield: 17.5%. RXN SMILES: CC(=O)c1ccc(N)cc1.O=C(O)Cc1cc(F)cc(F)c1.CCN=C=NCCCN(C)C.Cl.C1=CC=C2C(=C1)C(=O)N(C2=O)O.CCN(C(C)C)C(C)C.CN(C)C=O>>CC(=O)c1ccc(NC(=O)Cc2cc(F)cc(F)c2)cc1. Reactants: N1(CCOCC1)C=1N=C(NC(C1)=O)CC(=O)[O-].[Na+] (sodium [4-(morpholin-4-yl)-6-oxo-1,6-dihydropyrimidin-2-yl]acetate), NC1=C(C(=CC=C1)F)O (2-amino-6-fluorophenol), Cl.CN(CCCN=C=NCC)C (N-[3-(dimethylamino)propyl]-N′-ethylcarbodiimide hydrochloride). Solvent: N1=CC=CC=C1 (pyridine), CN(C=O)C (N,N-dimethylformamide). The product is FC=1C(=C(C=CC1)NC(CC=1NC(C=C(N1)N1CCOCC1)=O)=O)O (N-(3-fluoro-2-hydroxyphenyl)-2-[4-(morpholin-4-yl)-6-oxo-1,6-dihydropyrimidin-2-yl]acetamide). Isolated yield 50.2%. RXN SMILES: [N:1]1([C:7]2[N:8]=[C:9]([CH2:14][C:15]([O-:17])=O)[NH:10][C:11](=[O:13])[CH:12]=2)[CH2:6][CH2:5][O:4][CH2:3][CH2:2]1.[Na+].[NH2:19][C:20]1[CH:25]=[CH:24][CH:23]=[C:22]([F:26])[C:21]=1[OH:27].Cl.CN(C)CCCN=C=NCC>N1C=CC=CC=1.CN(C)C=O>[F:26][C:22]1[C:21]([OH:27])=[C:20]([NH:19][C:15](=[O:17])[CH2:14][C:9]2[NH:10][C:11](=[O:13])[CH:12]=[C:7]([N:1]3[CH2:2][CH2:3][O:4][CH2:5][CH2:6]3)[N:8]=2)[CH:25]=[CH:24][CH:23]=1 |f:0.1,3.4|. Procedure: The product is prepared according to the procedure described in example 5, using 500 mg of sodium [4-(morpholin-4-yl)-6-oxo-1,6-dihydropyrimidin-2-yl]acetate, 357 mg of 2-amino-6-fluorophenol, and 600 mg of N-[3-(dimethylamino)propyl]-N′-ethylcarbodiimide hydrochloride in a mixture of 4 ml of pyridine and 4 ml of N,N-dimethylformamide. 335 mg of N-(3-fluoro-2-hydroxyphenyl)-2-[4-(morpholin-4-yl)-6-oxo-1,6-dihydropyrimidin-2-yl]acetamide are obtained in the form of a beige solid, the characterist...